Task: describe an organic reaction: reactants, conditions, products, and yield. Dataset: the Open Reaction Database (ORD), a public repository of structured organic reaction records Reactants: CCOc1ccccc1O, CC(C)C(=O)Nc1cccc(C2CCN(CCCCCC(O)c3ccccc3F)CC2)c1. Product: CCOc1ccccc1OC(CCCCCN1CCC(c2cccc(NC(=O)C(C)C)c2)CC1)c1ccccc1F. Reaction SMILES: [CH2:1]([CH3:2])[O:3][c:4]1[c:5]([OH:10])[cH:6][cH:7][cH:8][cH:9]1.[F:11][c:12]1[c:13]([CH:18]([CH2:19][CH2:20][CH2:21][CH2:22][CH2:23][N:24]2[CH2:25][CH2:26][CH:27]([c:30]3[cH:31][c:32]([NH:36][C:37]([CH:38]([CH3:39])[CH3:40])=[O:41])[cH:33][cH:34][cH:35]3)[CH2:28][CH2:29]2)[OH:42])[cH:14][cH:15][cH:16][cH:17]1>>[CH2:1]([CH3:2])[O:3][c:4]1[c:5]([O:10][CH:18]([c:13]2[c:12]([F:11])[cH:17][cH:16][cH:15][cH:14]2)[CH2:19][CH2:20][CH2:21][CH2:22][CH2:23][N:24]2[CH2:25][CH2:26][CH:27]([c:30]3[cH:31][c:32]([NH:36][C:37]([CH:38]([CH3:39])[CH3:40])=[O:41])[cH:33][cH:34][cH:35]3)[CH2:28][CH2:29]2)[cH:6][cH:7][cH:8][cH:9]1. Reactants: CC1CCC(CC1)NC(C(=CC1=CC=C(C=C1)OC(C)=O)OC)=O (N-(4-methylcyclohexyl)-4-acetoxy-methoxycinnamamide), C([O-])([O-])=O.[K+].[K+] (potassium carbonate). Solvent: CO (methanol). The product is CC1CCC(CC1)NC(C=CC1=CC(=C(C=C1)O)OC)=O (N-(4-methylcyclohexyl)-4-hydroxy-3-methoxycinnamamide). Yield: 83.4%. RXN SMILES: [CH3:1][CH:2]1[CH2:7][CH2:6][CH:5]([NH:8][C:9](=[O:24])[C:10](OC)=[CH:11][C:12]2[CH:17]=[CH:16][C:15]([O:18]C(=O)C)=[CH:14][CH:13]=2)[CH2:4][CH2:3]1.[C:25](=O)([O-])[O-:26].[K+].[K+]>CO>[CH3:1][CH:2]1[CH2:3][CH2:4][CH:5]([NH:8][C:9](=[O:24])[CH:10]=[CH:11][C:12]2[CH:13]=[CH:14][C:15]([OH:18])=[C:16]([O:26][CH3:25])[CH:17]=2)[CH2:6][CH2:7]1 |f:1.2.3|. Procedure details: Using 4.31 g of N-(4-methylcyclohexyl)-4-acetoxy-methoxycinnamamide (Example 61), 100 ml of methanol, and 10 g of potassium carbonate, a reaction similar to that conducted in Example 54 was carried out. As a result, 3.14 g of N-(4-methylcyclohexyl)-4-hydroxy-3-methoxycinnamamide (a compound of the present invention) was obtained as pale yellowish white crystal, which had the following physiochemical properties: Starting materials: FC1=C(OS(=O)(=O)C=2C=C3C=CN=C(C3=CC2)C2N(CCC2)C(=O)OC(C)(C)C)C(=C(C(=C1F)F)F)F (tert-butyl 2-(6-((perfluorophenoxy)sulfonyl)isoquinolin-1-yl)pyrrolidine-1-carboxylate), C(=O)(C(F)(F)F)O (TFA). The solvent is C(Cl)Cl (DCM). Run at time 2 hour. Yields the product FC(C(=O)O)(F)F.N1C(CCC1)C1=NC=CC2=CC(=CC=C12)S(=O)(=O)OC1=C(C(=C(C(=C1F)F)F)F)F (perfluorophenyl 1-(pyrrolidin-2-yl)isoquinoline-6-sulfonate 2,2,2-trifluoroacetate). Reaction SMILES: [F:1][C:2]1[C:33]([F:34])=[C:32]([F:35])[C:31]([F:36])=[C:30]([F:37])[C:3]=1[O:4][S:5]([C:8]1[CH:9]=[C:10]2[C:15](=[CH:16][CH:17]=1)[C:14]([CH:18]1[CH2:22][CH2:21][CH2:20][N:19]1C(OC(C)(C)C)=O)=[N:13][CH:12]=[CH:11]2)(=[O:7])=[O:6].[C:38]([OH:44])([C:40]([F:43])([F:42])[F:41])=[O:39]>C(Cl)Cl>[F:41][C:40]([F:43])([F:42])[C:38]([OH:44])=[O:39].[NH:19]1[CH2:20][CH2:21][CH2:22][CH:18]1[C:14]1[C:15]2[C:10](=[CH:9][C:8]([S:5]([O:4][C:3]3[C:2]([F:1])=[C:33]([F:34])[C:32]([F:35])=[C:31]([F:36])[C:30]=3[F:37])(=[O:6])=[O:7])=[CH:17][CH:16]=2)[CH:11]=[CH:12][N:13]=1 |f:3.4|. Procedure details: A round-bottom flask was charged with tert-butyl 2-(6-((perfluorophenoxy)sulfonyl)isoquinolin-1-yl)pyrrolidine-1-carboxylate (1.02 g, 1.873 mmol) and DCM (5.0 mL) to give a light yellow solution. TFA (1.443 ml, 18.73 mmol) was added in one portion to give a yellow solution. The reaction was stirred for two hours. The reaction was concentrated, dissolved in diethyl ether, and sonicated until a fine white solid triturated out of solution. The solids were filtered, washed with diethyl ether, and va... Reactants: COC=1C=C(CCl)C=C(C1OC)OC (3,4,5-trimethoxybenzyl chloride), C(C)C1=C(C=CC=C1)N1CCNCC1 (N-(2-ethylphenyl)-piperazine), C(=O)([O-])[O-].[K+].[K+] (K2CO3). Procedure details: 8.3 g of 3,4,5-trimethoxybenzyl chloride and 3.8 g of N-(2-ethylphenyl)-piperazine and 3.5 g of K2CO3 are reacted and processed according to example 2. 6.5 g of N-(3,4,5-trimethoxy-benzyl)-N'-(2-ethylphenyl)-piperazine dihydrochloride is obtained. Yields the product Cl.Cl.COC=1C=C(CN2CCN(CC2)C2=C(C=CC=C2)CC)C=C(C1OC)OC (N-(3,4,5-trimethoxy-benzyl)-N'-(2-ethylphenyl)-piperazine dihydrochloride). Reaction SMILES: [CH3:1][O:2][C:3]1[CH:4]=[C:5]([CH:8]=[C:9]([O:13][CH3:14])[C:10]=1[O:11][CH3:12])[CH2:6][Cl:7].[CH2:15]([C:17]1[CH:22]=[CH:21][CH:20]=[CH:19][C:18]=1[N:23]1[CH2:28][CH2:27][NH:26][CH2:25][CH2:24]1)[CH3:16].C([O-])([O-])=O.[K+].[K+]>>[ClH:7].[ClH:7].[CH3:1][O:2][C:3]1[CH:4]=[C:5]([CH:8]=[C:9]([O:13][CH3:14])[C:10]=1[O:11][CH3:12])[CH2:6][N:26]1[CH2:27][CH2:28][N:23]([C:18]2[CH:19]=[CH:20][CH:21]=[CH:22][C:17]=2[CH2:15][CH3:16])[CH2:24][CH2:25]1 |f:2.3.4,5.6.7|. Yield: 76.5%. The reactants are O=C([O-])O, N#Cc1ccc(Cl)nc1Cl, Nc1ccc(B(O)O)cc1, [Na+], C1COCCO1, O, c1ccc(P(c2ccccc2)(c2ccccc2)[Pd](P(c2ccccc2)(c2ccccc2)c2ccccc2)(P(c2ccccc2)(c2ccccc2)c2ccccc2)P(c2ccccc2)(c2ccccc2)c2ccccc2)cc1. Product: N#Cc1ccc(-c2ccc(N)cc2)nc1Cl. Reaction SMILES: [C:21](=[O:22])([OH:23])[O-:24].[Cl:1][c:2]1[c:3]([C:4]#[N:5])[cH:6][cH:7][c:8]([Cl:10])[n:9]1.[NH2:11][c:12]1[cH:13][cH:14][c:15]([B:18]([OH:19])[OH:20])[cH:16][cH:17]1.[Na+:25].[O:27]1[CH2:28][CH2:29][O:30][CH2:31][CH2:32]1.[OH2:26].[cH:33]1[cH:34][cH:35][c:36]([P:37]([Pd:38]([P:39]([c:40]2[cH:41][cH:42][cH:43][cH:44][cH:45]2)([c:46]2[cH:47][cH:48][cH:49][cH:50][cH:51]2)[c:52]2[cH:53][cH:54][cH:55][cH:56][cH:57]2)([P:58]([c:59]2[cH:60][cH:61][cH:62][cH:63][cH:64]2)([c:65]2[cH:66][cH:67][cH:68][cH:69][cH:70]2)[c:71]2[cH:72][cH:73][cH:74][cH:75][cH:76]2)[P:77]([c:78]2[cH:79][cH:80][cH:81][cH:82][cH:83]2)([c:84]2[cH:85][cH:86][cH:87][cH:88][cH:89]2)[c:90]2[cH:91][cH:92][cH:93][cH:94][cH:95]2)([c:96]2[cH:97][cH:98][cH:99][cH:100][cH:101]2)[c:102]2[cH:103][cH:104][cH:105][cH:106][cH:107]2)[cH:108][cH:109]1>>[Cl:1][c:2]1[c:3]([C:4]#[N:5])[cH:6][cH:7][c:8](-[c:15]2[cH:14][cH:13][c:12]([NH2:11])[cH:17][cH:16]2)[n:9]1. The reactants are O=[N+]([O-])c1cc(Br)ccc1F, CC(C)(C)N, C1CCOC1. Product: CC(C)(C)Nc1ccc(Br)cc1[N+](=O)[O-]. RXN SMILES: [Br:1][c:2]1[cH:3][c:4]([N+:9](=[O:10])[O-:11])[c:5]([F:8])[cH:6][cH:7]1.[C:12]([CH3:13])([CH3:14])([CH3:15])[NH2:16].[CH2:17]1[O:18][CH2:19][CH2:20][CH2:21]1>>[Br:1][c:2]1[cH:3][c:4]([N+:9](=[O:10])[O-:11])[c:5]([NH:16][C:12]([CH3:13])([CH3:14])[CH3:15])[cH:6][cH:7]1.